The task is: describe an organic reaction: reactants, conditions, products, and yield. This data is from the Open Reaction Database (ORD), a public repository of structured organic reaction records. Starting materials: [Li+].[OH-] (LiOH), Cl (HCl), C(C\C=C/C\C=C/C\C=C/C\C=C/CC)SC(C(=O)OCC)CC (Ethyl 2-((3Z,6Z,9Z,12Z)-pentadeca-3,6,9,12-tetraenylthio)butanoate). Run in O (water), O (H2O), O (water), C(C)O (ethanol). Reaction conditions: temperature 70 celsius, time 90 minute. The product is C(C\C=C/C\C=C/C\C=C/C\C=C/CC)SC(C(=O)O)CC (2-((3Z,6Z,9Z,12Z)-pentadeca-3,6,9,12-tetraenylthio)butanoic acid). Yield: 91.0%. As a reaction SMILES: [CH2:1]([S:16][CH:17]([CH2:23][CH3:24])[C:18]([O:20]CC)=[O:19])[CH2:2]/[CH:3]=[CH:4]\[CH2:5]/[CH:6]=[CH:7]\[CH2:8]/[CH:9]=[CH:10]\[CH2:11]/[CH:12]=[CH:13]\[CH2:14][CH3:15].[Li+].[OH-].Cl>C(O)C.O>[CH2:1]([S:16][CH:17]([CH2:23][CH3:24])[C:18]([OH:20])=[O:19])[CH2:2]/[CH:3]=[CH:4]\[CH2:5]/[CH:6]=[CH:7]\[CH2:8]/[CH:9]=[CH:10]\[CH2:11]/[CH:12]=[CH:13]\[CH2:14][CH3:15] |f:1.2|. Procedure details: Ethyl 2-((3Z,6Z,9Z,12Z)-pentadeca-3,6,9,12-tetraenylthio)butanoate (14.1 g, 40.2 mmol) was dissolved in ethanol (200 mL) and added a solution of LiOH×H2O (13.5 g, 322 mmol) in water (50 mL). The resulting turbid solution was stirred at 70° C. under inert atmosphere for 90 minutes, cooled, added water (100 mL) and 3M HCl until pH=2. The mixture was extracted three times with heptane (100 mL each). The combined organic extracts were dried (Na2SO4), filtered and concentrated under reduced pressure ... Starting materials: [BH4-].[Li+] (lithium borohydride), C(C)OC([C@@H](C)OC1=NC(=NC(=C1)NS(=O)(=O)C)SCC1=C(C(=CC=C1)F)F)=O (2-[[2-[[(2,3-difluorophenyl)methyl]thio]-6-[(methylsulfonyl)amino]-4-pyrimidinyl]oxy]-(2R)-propanoic acid ethyl ester), product. The solvent is C1CCOC1 (THF), C1CCOC1 (THF). Product: CCOCC.CCCC(C)C (ether iso-hexane), title compound. As a reaction SMILES: [CH2:1]([O:3][C:4](=O)[C@H:5](OC1C=C(NS(C)(=O)=O)N=C(S[CH2:20][C:21]2[CH:26]=C[CH:24]=[C:23](F)[C:22]=2F)N=1)C)[CH3:2].[BH4-].[Li+]>C1COCC1>[CH3:2][CH2:1][O:3][CH2:4][CH3:5].[CH3:24][CH2:23][CH2:22][CH:21]([CH3:26])[CH3:20] |f:1.2,4.5|. Procedure: The title compound was prepared according to the procedure outlined in example 24 using a mixture of 2-[[2-[[(2,3-difluorophenyl)methyl]thio]-6-[(methylsulfonyl)amino]-4-pyrimidinyl]oxy]-(2R)-propanoic acid ethyl ester, (the product of step i) (0.28 g), THF (8 mL) and 2 M lithium borohydride in THF (1.3 mL). Purification was by reverse phase HPLC (symmetry as the stationary phase and TFA/acetonitrile as the mobile phase). The resulting oil was triturated with toluene, DCM, then ether/iso-hexane ... Starting materials: ClC=1C=C(C2=C(CCO2)C1)C(CC(CC#C)(O)C(F)(F)F)(C)C (6-(5-chloro-2,3-dihydrobenzofuran-7-yl)-6-methyl-4-trifluoromethylhept-1-yn-4-ol), BrC1=CC(=C(C=C1)NS(=O)(=O)C1=CC=CC=C1)I (N-(4-bromo-2-iodophenyl)benzenesulfonamide). Reagents/catalysts: Cl[Pd]([P](C1=CC=CC=C1)(C2=CC=CC=C2)C3=CC=CC=C3)([P](C4=CC=CC=C4)(C5=CC=CC=C5)C6=CC=CC=C6)Cl (dichlorobis(triphenylphosphine)palladium), [Cu]I (copper (I) iodide). The solvent is CN(C)C=O (DMF), C(C)N(CC)CC (triethylamine), [Cl-].[NH4+] (ammonium chloride). Run at temperature 70 celsius, time 45 minute. The product is C1(=CC=CC=C1)S(=O)(=O)N1C(=CC2=CC(=CC=C12)Br)CC(C(F)(F)F)(CC(C)(C)C1=CC(=CC=2CCOC21)Cl)O (2-(1-Benzenesulfonyl-5-bromo-1H-indol-2-ylmethyl)-4-(5-chloro-2,3-dihydrobenzofuran-7-yl)-1,1,1-trifluoro-4-methylpentan-2-ol). The yield is 39.1%. RXN SMILES: [Cl:1][C:2]1[CH:3]=[C:4]([C:11]([CH3:23])([CH3:22])[CH2:12][C:13]([C:18]([F:21])([F:20])[F:19])([OH:17])[CH2:14][C:15]#[CH:16])[C:5]2[O:9][CH2:8][CH2:7][C:6]=2[CH:10]=1.[Br:24][C:25]1[CH:30]=[CH:29][C:28]([NH:31][S:32]([C:35]2[CH:40]=[CH:39][CH:38]=[CH:37][CH:36]=2)(=[O:34])=[O:33])=[C:27](I)[CH:26]=1>CN(C=O)C.C(N(CC)CC)C.[Cl-].[NH4+].Cl[Pd](Cl)([P](C1C=CC=CC=1)(C1C=CC=CC=1)C1C=CC=CC=1)[P](C1C=CC=CC=1)(C1C=CC=CC=1)C1C=CC=CC=1.[Cu]I>[C:35]1([S:32]([N:31]2[C:28]3[C:29](=[CH:30][C:25]([Br:24])=[CH:26][CH:27]=3)[CH:16]=[C:15]2[CH2:14][C:13]([OH:17])([CH2:12][C:11]([C:4]2[C:5]3[O:9][CH2:8][CH2:7][C:6]=3[CH:10]=[C:2]([Cl:1])[CH:3]=2)([CH3:23])[CH3:22])[C:18]([F:21])([F:19])[F:20])(=[O:34])=[O:33])[CH:40]=[CH:39][CH:38]=[CH:37][CH:36]=1 |f:4.5,^1:58,77|. Reported procedure: A mixture of 6-(5-chloro-2,3-dihydrobenzofuran-7-yl)-6-methyl-4-trifluoromethylhept-1-yn-4-ol (170 mg, 0.49 mmol), N-(4-bromo-2-iodophenyl)benzenesulfonamide (220 mg, 0.50 mmol), dichlorobis(triphenylphosphine)palladium (II) (20 mg, 0.03 mmol), and copper (I) iodide (10 mg, 0.05 mmol) in 1 nL of DMF and 0.7 mL of triethylamine was warmed at 70° C. After 45 minutes, the mixture was cooled and diluted with 7 mL of saturated aqueous ammonium chloride solution and extracted with three 7 mL portions ... Reactants: CI (methyl iodide), O (water), N1C=C(C2=CC=CC=C12)C(=O)O (1H-Indole-3-carboxylic acid), [H-].[Na+] (Sodiumhydride). The solvent is CN(C=O)C (N,N-dimethylformamide), CN(C=O)C (N,N-dimethylformamide). Conditions: temperature 0 celsius, time 1 hour. The product is CN1C=C(C2=CC=CC=C12)C(=O)O (1-Methyl-1H-indole-3-carboxylic acid). Isolated yield 87.0%. Reaction SMILES: [NH:1]1[C:9]2[C:4](=[CH:5][CH:6]=[CH:7][CH:8]=2)[C:3]([C:10]([OH:12])=[O:11])=[CH:2]1.[H-].[Na+].[CH3:15]I.O>CN(C)C=O>[CH3:15][N:1]1[C:9]2[C:4](=[CH:5][CH:6]=[CH:7][CH:8]=2)[C:3]([C:10]([OH:12])=[O:11])=[CH:2]1 |f:1.2|. Reported procedure: 1H-Indole-3-carboxylic acid (960 mg) was dissolved in N,N-dimethylformamide (15 ml) and cooled to 0° C. Sodiumhydride (720 mg) was added in two divided portions thereto, and the mixture was warmed to room temperature and stirred for 1 hour. The mixture was cooled again to 0° C., and a solution of methyl iodide (0.67 ml) in N,N-dimethylformamide (5 ml) was added slowly dropwise thereto, and the mixture was warmed to room temperature and stirred for 2 hours. The reaction mixture was cooled to 0° C... The reactants are C1CCOC1, COC(=O)CC1OC(C)(C)OC1=O, [Cl-], Cl, [Na+]. Yields the product COC(=O)CC(O)C(=O)O. Reaction SMILES: [CH2:17]1[O:18][CH2:19][CH2:20][CH2:21]1.[CH3:1][C:2]1([CH3:13])[O:3][C:4](=[O:12])[CH:5]([CH2:7][C:8](=[O:9])[O:10][CH3:11])[O:6]1.[Cl-:15].[ClH:14].[Na+:16]>>[O:3]=[C:4]([CH:5]([OH:6])[CH2:7][C:8](=[O:9])[O:10][CH3:11])[OH:12].